This data is from the Open Reaction Database (ORD), a public repository of structured organic reaction records. The task is: describe an organic reaction: reactants, conditions, products, and yield Reactants: O=C([O-])[O-], CC1(C)OB(c2ccc(CCCC(=O)Nc3cccc(C(F)(F)F)c3)cc2)OC1(C)C, Clc1ccn2c(I)cnc2c1, ClCCl, [K+], [K+], C1COCCO1, O. Product: O=C(CCCc1ccc(-c2cnc3cc(Cl)ccn23)cc1)Nc1cccc(C(F)(F)F)c1. As a reaction SMILES: [C:43](=[O:44])([O-:45])[O-:46].[CH3:1][C:2]1([CH3:3])[C:4]([CH3:5])([CH3:6])[O:7][B:8]([c:9]2[cH:10][cH:11][c:12]([CH2:15][CH2:16][CH2:17][C:18](=[O:19])[NH:20][c:21]3[cH:22][c:23]([C:27]([F:28])([F:29])[F:30])[cH:24][cH:25][cH:26]3)[cH:13][cH:14]2)[O:31]1.[Cl:32][c:33]1[cH:34][c:35]2[n:36]([cH:37][cH:38]1)[c:39]([I:42])[cH:40][n:41]2.[Cl:56][CH2:57][Cl:58].[K+:47].[K+:48].[O:49]1[CH2:50][CH2:51][O:52][CH2:53][CH2:54]1.[OH2:55]>>[c:9]1(-[c:39]2[n:36]3[c:35]([cH:34][c:33]([Cl:32])[cH:38][cH:37]3)[n:41][cH:40]2)[cH:10][cH:11][c:12]([CH2:15][CH2:16][CH2:17][C:18](=[O:19])[NH:20][c:21]2[cH:22][c:23]([C:27]([F:28])([F:29])[F:30])[cH:24][cH:25][cH:26]2)[cH:13][cH:14]1. The reactants are CO, [K+], [OH-], C=CCCC(O)C(C)C(=O)OCC. Product: C=CCCC(O)C(C)C(=O)O. Reaction SMILES: [CH3:14][OH:15].[K+:17].[OH-:16].[OH:1][CH:2]([CH:3]([C:4](=[O:5])[O:6][CH2:7][CH3:8])[CH3:9])[CH2:10][CH2:11][CH:12]=[CH2:13]>>[OH:1][CH:2]([CH:3]([C:4](=[O:5])[OH:6])[CH3:9])[CH2:10][CH2:11][CH:12]=[CH2:13].